This data is from the Open Reaction Database (ORD), a public repository of structured organic reaction records. The task is: describe an organic reaction: reactants, conditions, products, and yield Reactants: C(CCC)[Li] (n-butyl lithium), FC=1C=C(C=CC1F)O (3,4-difluorophenol), CS(=O)(=O)C1=NC(=C(C(=N1)OC)S(=O)(=O)C(F)(F)F)C1=C(C=C(C=C1)Cl)Cl (2-Methylsulfonyl-4-methoxy-5-trifluoromethansulfonyl-6-[2,4-dichlorophenyl]pyrimidine), 3,4-difluorolithium phenoxide, [Cl-].[NH4+] (ammonium chloride). Solvent: C1CCOC1 (THF), C(Cl)Cl (DCM), C1CCOC1 (THF). Run at time 1 hour. The product is FC=1C=C(OC2=NC(=C(C(=N2)OC)S(=O)(=O)C(F)(F)F)C2=C(C=C(C=C2)Cl)Cl)C=CC1F (2-(3,4-Difluorophenoxy)-4-methoxy-5-trifluoromethansulfonyl-6-[2,4-dichlorophenyl]-pyrimidine). Reaction SMILES: CS([C:5]1[N:10]=[C:9]([O:11][CH3:12])[C:8]([S:13]([C:16]([F:19])([F:18])[F:17])(=[O:15])=[O:14])=[C:7]([C:20]2[CH:25]=[CH:24][C:23]([Cl:26])=[CH:22][C:21]=2[Cl:27])[N:6]=1)(=O)=O.C([Li])CCC.[F:33][C:34]1[CH:35]=[C:36]([OH:41])[CH:37]=[CH:38][C:39]=1[F:40].[Cl-].[NH4+]>C1COCC1.C(Cl)Cl>[F:33][C:34]1[CH:35]=[C:36]([CH:37]=[CH:38][C:39]=1[F:40])[O:41][C:5]1[N:10]=[C:9]([O:11][CH3:12])[C:8]([S:13]([C:16]([F:19])([F:18])[F:17])(=[O:15])=[O:14])=[C:7]([C:20]2[CH:25]=[CH:24][C:23]([Cl:26])=[CH:22][C:21]=2[Cl:27])[N:6]=1 |f:3.4|. Procedure details: 2-Methylsulfonyl-4-methoxy-5-trifluoromethansulfonyl-6-[2,4-dichlorophenyl]pyrimidine (93 mg, 0.19 mmol), prepared as described in Reference Example 16, was suspended in THF (500 μL) in a vial fitted with a magnetic stir bar and rubber septum. The reaction mixture was cooled to −78° and 3,4-difluorolithium phenoxide, prepared by adding n-butyl lithium (100 μL, 2M solution) to 3,4-difluorophenol (26 mg, 0.19 mmol) in 500 μL THF at 0° C., was added by syringe. The mixture was brought to room tempe... Starting materials: COC1OC(CC1)OC (2,5-dimethoxytetrahydrofuran), C(C)(=O)O (acetic acid), C(C)(=O)[O-].[Na+] (sodium acetate), C(C)(=O)O (acetic acid), NCC(=O)O (glycine). The solvent is C1(=CC=CC=C1)C (toluene). Conditions: time 2 minute. Yields the product N1(C=CC=C1)CC(=O)O ((1-Pyrryl)acetic Acid). The yield is 33.6%. Reaction SMILES: C(O)(=O)C.C([O-])(=O)C.[Na+].[NH2:10][CH2:11][C:12]([OH:14])=[O:13].CO[CH:17]1[CH2:21][CH2:20][CH:19](OC)O1>C1(C)C=CC=CC=1>[N:10]1([CH2:11][C:12]([OH:14])=[O:13])[CH:17]=[CH:21][CH:20]=[CH:19]1 |f:1.2|. Reported procedure: To a 1 liter flask fitted with a condenser, a magnetic stirrer and a nitrogen inlet tube is added acetic acid (glacial, 300 ml) and sodium acetate (32.8g; 0.4 mole). The system is purged with nitrogen and a positive nitrogen pressure is maintained. Then glycine (15.0g; 0.2 mole) is added and the solution is heated to reflux. To the refluxing, clear solution is added 2,5-dimethoxytetrahydrofuran (29 ml, 0.2 mole) over a period of 2 - 3 minutes; refluxing is continued an additional 2 minutes. The ... The reactants are C[C@@H]1N([C@@H](CCC1)C)CCNC(=O)C=1C=CC(=C(C1)NC(=O)C1=CN=C2N1C=CC(=C2)C2=CC=NN2C)F (N-(5-(2-(2,6-cis-Dimethylpiperidin-1-yl)ethylcarbamoyl)-2-fluorophenyl)-7-(1-methyl-1H-pyrazol-5-yl)imidazo[1,2-a]pyridine-3-carboxamide), C(\C=C/C(=O)O)(=O)O (maleic acid). The solvent is C(C)(=O)OCC (ethyl acetate). Yields the product C(\C=C/C(=O)O)(=O)O.C[C@@H]1N([C@@H](CCC1)C)CCNC(=O)C=1C=CC(=C(C1)NC(=O)C1=CN=C2N1C=CC(=C2)C2=CC=NN2C)F (N-(5-(2-(2,6-cis-Dimethylpiperidin-1-yl)ethylcarbamoyl)-2-fluorophenyl)-7-(1-methyl-1H-pyrazol-5-yl)imidazo[1,2-a]pyridine-3-carboxamide Maleate). RXN SMILES: [CH3:1][C@H:2]1[CH2:7][CH2:6][CH2:5][C@@H:4]([CH3:8])[N:3]1[CH2:9][CH2:10][NH:11][C:12]([C:14]1[CH:15]=[CH:16][C:17]([F:38])=[C:18]([NH:20][C:21]([C:23]2[N:27]3[CH:28]=[CH:29][C:30]([C:32]4[N:36]([CH3:37])[N:35]=[CH:34][CH:33]=4)=[CH:31][C:26]3=[N:25][CH:24]=2)=[O:22])[CH:19]=1)=[O:13].[C:39]([OH:46])(=[O:45])/[CH:40]=[CH:41]\[C:42]([OH:44])=[O:43]>C(OCC)(=O)C>[C:39]([OH:46])(=[O:45])/[CH:40]=[CH:41]\[C:42]([OH:44])=[O:43].[CH3:1][C@H:2]1[CH2:7][CH2:6][CH2:5][C@@H:4]([CH3:8])[N:3]1[CH2:9][CH2:10][NH:11][C:12]([C:14]1[CH:15]=[CH:16][C:17]([F:38])=[C:18]([NH:20][C:21]([C:23]2[N:27]3[CH:28]=[CH:29][C:30]([C:32]4[N:36]([CH3:37])[N:35]=[CH:34][CH:33]=4)=[CH:31][C:26]3=[N:25][CH:24]=2)=[O:22])[CH:19]=1)=[O:13] |f:3.4|. Procedure details: 1000.15 mg of N-(5-(2-(2,6-cis-Dimethylpiperidin-1-yl)ethylcarbamoyl)-2-fluorophenyl)-7-(1-methyl-1H-pyrazol-5-yl)imidazo[1,2-a]pyridine-3-carboxamide (free base) was weighed out into 100 mL reaction vessels and 226.52 mg of maleic acid was added to give a 1:1 molar ratio of compound and counter ion. 40 mL of ethyl acetate was added to the solids to produce a slurry. Starting materials: ClC1=CC=C(C=C1)C=1C(=C(SC1)C(F)(F)F)COC1=C(C=C(C=C1F)CCC(=O)OCC)F (ethyl 3-(4-[[4-(4-chlorophenyl)-2-(trifluoromethyl)thiophen-3-yl]methoxy]-3,5-difluorophenyl)propanoate), [H-].[H-].[H-].[H-].[Li+].[Al+3] (LiAlH4), ethyl acetate petroleum ether. Run in O1CCCC1 (tetrahydrofuran), O1CCCC1 (tetrahydrofuran). Run at temperature 0 celsius. Product: ClC1=CC=C(C=C1)C=1C(=C(SC1)C(F)(F)F)COC1=C(C=C(C=C1F)CCCO)F (3-(4-[[4-(4-chlorophenyl)-2-(trifluoromethyl)thiophen-3-yl]methoxy]-3,5-difluorophenyl)propan-1-ol). Reaction SMILES: [Cl:1][C:2]1[CH:7]=[CH:6][C:5]([C:8]2[C:9]([CH2:17][O:18][C:19]3[C:24]([F:25])=[CH:23][C:22]([CH2:26][CH2:27][C:28](OCC)=[O:29])=[CH:21][C:20]=3[F:33])=[C:10]([C:13]([F:16])([F:15])[F:14])[S:11][CH:12]=2)=[CH:4][CH:3]=1.[H-].[H-].[H-].[H-].[Li+].[Al+3]>O1CCCC1>[Cl:1][C:2]1[CH:3]=[CH:4][C:5]([C:8]2[C:9]([CH2:17][O:18][C:19]3[C:20]([F:33])=[CH:21][C:22]([CH2:26][CH2:27][CH2:28][OH:29])=[CH:23][C:24]=3[F:25])=[C:10]([C:13]([F:16])([F:14])[F:15])[S:11][CH:12]=2)=[CH:6][CH:7]=1 |f:1.2.3.4.5.6|. Reported procedure: Into a 25-mL 2-necked round-bottom flask (1 atm) purged and maintained with an inert atmosphere of nitrogen, was placed ethyl 3-(4-[[4-(4-chlorophenyl)-2-(trifluoromethyl)thiophen-3-yl]methoxy]-3,5-difluorophenyl)propanoate (60 mg, 0.12 mmol, 1.00 equiv), tetrahydrofuran (3.0 mL). This was followed by the addition of a solution of LiAlH4 (11.3 mg, 0.30 mmol, 2.51 equiv) in tetrahydrofuran (3.0 mL) dropwise with stirring at 0° C. The resulting solution was stirred for 2 h at 25° C. The reaction p... Reactants: Fc1ncccc1N1CCOCC1, [H-], [Na+], CN(C)C=O, OC1CN(c2ccc3ccccc3n2)C1. Product: c1cnc(OC2CN(c3ccc4ccccc4n3)C2)c(N2CCOCC2)c1. As a reaction SMILES: [F:18][c:19]1[n:20][cH:21][cH:22][cH:23][c:24]1[N:25]1[CH2:26][CH2:27][O:28][CH2:29][CH2:30]1.[H-:16].[Na+:17].[O:31]=[CH:32][N:33]([CH3:34])[CH3:35].[n:1]1[c:2]([N:11]2[CH2:12][CH:13]([OH:15])[CH2:14]2)[cH:3][cH:4][c:5]2[cH:6][cH:7][cH:8][cH:9][c:10]12>>[n:1]1[c:2]([N:11]2[CH2:12][CH:13]([O:15][c:19]3[n:20][cH:21][cH:22][cH:23][c:24]3[N:25]3[CH2:26][CH2:27][O:28][CH2:29][CH2:30]3)[CH2:14]2)[cH:3][cH:4][c:5]2[cH:6][cH:7][cH:8][cH:9][c:10]12. Reactants: CC1=C(C(=CC=C1)C)C (1,2,3-trimethylbenzene), CO (CH3OH), C(C)(=O)N1C=CCC1 (N-acetyl-2-pyrroline), O1CCCC1 (tetrahydrofuran), C(C)(=O)N1C=CCC1 (N-acetyl-2-pyrroline). Reagents/catalysts: Cl[Pd]([P](C1=CC=CC=C1)(C2=CC=CC=C2)C3=CC=CC=C3)([P](C4=CC=CC=C4)(C5=CC=CC=C5)C6=CC=CC=C6)Cl ((PPh3)2PdCl2). Reaction conditions: temperature 100 celsius, time 44.25 hour. The product is COC([C@H]1N(CCC1)C(C)=O)=O (N-acetylproline methyl ester). Yield: 47.9%. As a reaction SMILES: CC1C=CC=C(C)C=1C.C[OH:11].[C:12]([N:15]1[CH2:19][CH2:18][CH:17]=[CH:16]1)(=[O:14])[CH3:13].[O:20]1[CH2:24]CC[CH2:21]1>Cl[Pd](Cl)([P](C1C=CC=CC=1)(C1C=CC=CC=1)C1C=CC=CC=1)[P](C1C=CC=CC=1)(C1C=CC=CC=1)C1C=CC=CC=1>[CH3:21][O:20][C:24](=[O:11])[C@@H:16]1[CH2:17][CH2:18][CH2:19][N:15]1[C:12](=[O:14])[CH3:13] |^1:27,46|. Reported procedure: A 70 mL stainless steel high pressure reactor having a Pyrex glass liner and a magnetic stir bar was charged with 5 mL of tetrahydrofuran, 0.5 mmol of 1,2,3-trimethylbenzene internal standard, 0.6 mmol of CH3OH, 35.1 mg of (PPh3)2PdCl2, and 55.5 mg of N-acetyl-2-pyrroline. The reactor ws pressurized to 1000 psi with CO at room temperature, and the reaction mixture was stirred for 44.25 hours at 100° C. Thereafter, the reactor was cooled to room temperature and vented to atmospheric pressure. The... The reactants are P(OC1=CC=CC=C1)(OC1=CC=CC=C1)OC1=CC=CC=C1 (triphenyl phosphite), C(CCC)OCCOC(C)O (2-butoxyethoxyethanol), [OH-].[Na+] (sodium hydroxide). Yields the product P(OCCOCCOCCCC)(OC1=CC=CC=C1)OC1=CC=CC=C1 (2-(2-butoxyethoxy)ethyl diphenyl phosphite). RXN SMILES: [P:1]([O:16][C:17]1[CH:22]=CC=CC=1)([O:9][C:10]1[CH:15]=[CH:14][CH:13]=[CH:12][CH:11]=1)[O:2][C:3]1[CH:8]=[CH:7][CH:6]=[CH:5][CH:4]=1.[CH2:23]([O:27][CH2:28][CH2:29][O:30]C(O)C)[CH2:24][CH2:25][CH3:26].[OH-].[Na+]>>[P:1]([O:2][C:3]1[CH:4]=[CH:5][CH:6]=[CH:7][CH:8]=1)([O:9][C:10]1[CH:11]=[CH:12][CH:13]=[CH:14][CH:15]=1)[O:16][CH2:17][CH2:22][O:30][CH2:29][CH2:28][O:27][CH2:23][CH2:24][CH2:25][CH3:26] |f:2.3|. Procedure details: 248.2 g. (0.8 mol) of triphenyl phosphite and 131.2 g (0.81 mol) of 2-butoxyethoxyethanol were put into a flask of 500 ml. and 0.1 g. of sodium hydroxide was added thereto to react at 140°C. for 4 hours. The liberated phenol was distilled away by distillation under a reduced pressure (at 60°C. under 5 mm.Hg). Then the residual solution was filtered to obtain colorless transparent 2-(2-butoxyethoxy)ethyl diphenyl phosphite (Compound 9) as a filtrate. Starting materials: Example 67 ( 1 ), C(C1=CC=CC=C1)OC(=O)N1CCC(CC1)OCC(=O)O ([N-benzyloxycarbonyl-4-piperidinyloxy]acetic acid), Cl.N[C@H](C(=O)OCC)CC1=CC=C(C=C1)[N+](=O)[O-] (ethyl (S)-2-amino-3-(4-nitrophenyl)propionate hydrochloride). Yields the product C(C1=CC=CC=C1)OC(=O)N1CCC(CC1)OCC(=O)N[C@H](C(=O)OCC)CC1=CC=C(C=C1)[N+](=O)[O-] (ethyl (S)-2-[(N-benzyloxycarbonyl-4-piperidinyloxy)acetylamino]-3-(4-nitrophenyl)propionate). The yield is 76.1%. Reaction SMILES: [CH2:1]([O:8][C:9]([N:11]1[CH2:16][CH2:15][CH:14]([O:17][CH2:18][C:19]([OH:21])=O)[CH2:13][CH2:12]1)=[O:10])[C:2]1[CH:7]=[CH:6][CH:5]=[CH:4][CH:3]=1.Cl.[NH2:23][C@@H:24]([CH2:30][C:31]1[CH:36]=[CH:35][C:34]([N+:37]([O-:39])=[O:38])=[CH:33][CH:32]=1)[C:25]([O:27][CH2:28][CH3:29])=[O:26]>>[CH2:1]([O:8][C:9]([N:11]1[CH2:12][CH2:13][CH:14]([O:17][CH2:18][C:19]([NH:23][C@@H:24]([CH2:30][C:31]2[CH:32]=[CH:33][C:34]([N+:37]([O-:39])=[O:38])=[CH:35][CH:36]=2)[C:25]([O:27][CH2:28][CH3:29])=[O:26])=[O:21])[CH2:15][CH2:16]1)=[O:10])[C:2]1[CH:3]=[CH:4][CH:5]=[CH:6][CH:7]=1 |f:1.2|. Procedure details: In the same manner as in Example 67 (1), [N-benzyloxycarbonyl-4-piperidinyloxy]acetic acid (530 mg, 1.81 mmol) and ethyl (S)-2-amino-3-(4-nitrophenyl)propionate hydrochloride (500 mg, 1.82 mmol) were condensed to give 707 mg of ethyl (S)-2-[(N-benzyloxycarbonyl-4-piperidinyloxy)acetylamino]-3-(4-nitrophenyl)propionate as a yellow oil (76%). Starting materials: [N+](=O)([O-])C1=CC2=C(OCCO2)C=C1[N+](=O)[O-] (6,7-dinitro-2,3-dihydrobenzo[1,4]dioxin). Reagents/catalysts: [Fe] (iron). Solvent: C(C)(=O)O (acetic acid). Yields the product [N+](=O)([O-])C=1C(=CC2=C(OCCO2)C1)N (7-Nitro-2,3-dihydro-1,4-benzodioxin-6-amine). Yield: 28.4%. RXN SMILES: [N+:1]([C:4]1[C:13]([N+:14]([O-])=O)=[CH:12][C:7]2[O:8][CH2:9][CH2:10][O:11][C:6]=2[CH:5]=1)([O-:3])=[O:2]>[Fe].C(O)(=O)C>[N+:1]([C:4]1[C:13]([NH2:14])=[CH:12][C:7]2[O:8][CH2:9][CH2:10][O:11][C:6]=2[CH:5]=1)([O-:3])=[O:2]. Procedure details: To a mixture of 6,7-dinitro-2,3-dihydrobenzo[1,4]dioxin (Takakis, I. M.; Hadjimihalakis, P. M. J. Heterocyclic. Chem., 1991, 28, 625., 13 g, 57.8 mmol) and acetic acid (150 mL) was added iron powder (9.6 g, 172.5 mmol) at room temperature, then the mixture was refluxed for 30 min. After cooling, the mixture was filtered through a pad of Celite and the filtrate was concentrated. The residue was purified by flash column chromatography on silica gel eluting with hexane/ethyl acetate (gradient eluti...